Dataset: the Open Reaction Database (ORD), a public repository of structured organic reaction records. Task: describe an organic reaction: reactants, conditions, products, and yield Isolated yield 38.6%. Reaction SMILES: [Cl:1][C:2]1[C:7]([Cl:8])=[CH:6][CH:5]=[CH:4][C:3]=1[CH:9]=[C:10]([C:16](=O)[CH3:17])[C:11]([O:13][CH2:14][CH3:15])=[O:12].[NH2:19][C:20]1[N:21]=[N:22][C:23](=[O:25])[CH:24]=1>CN(C)C=O.C(OCC)(=O)C>[Cl:1][C:2]1[C:7]([Cl:8])=[CH:6][CH:5]=[CH:4][C:3]=1[CH:9]1[N:21]2[NH:22][C:23](=[O:25])[CH:24]=[C:20]2[NH:19][C:16]([CH3:17])=[C:10]1[C:11]([O:13][CH2:14][CH3:15])=[O:12]. The solvent is C(C)(=O)OCC (ethyl acetate), CN(C=O)C (dimethylformamide). Yields the product ClC1=C(C=CC=C1Cl)C1C(=C(NC=2N1NC(C2)=O)C)C(=O)OCC (7-(2,3-Dichlorophenyl)-1,2,4,7-tetrahydro-5-methyl-2-oxopyrazolo[1,5-a]pyrimidine-6-carboxylic acid, ethyl ester). Reactants: ClC1=C(C=CC=C1Cl)C=C(C(=O)OCC)C(C)=O (2-[(2,3-dichlorophenyl)methylene]-3-oxobutanoic acid, ethyl ester), NC=1N=NC(C1)=O (3-amino-5-pyrazolone). Procedure details: A solution of 2-[(2,3-dichlorophenyl)methylene]-3-oxobutanoic acid, ethyl ester (2.8 g; 10.0 mmole) in dimethylformamide (7 ml) was treated with 3-amino-5-pyrazolone (990 mg) and the resulting mixture was heated at 65° C.±5° for 15 hours. The reaction mixture was allowed to cool to room temperature and then diluted with ethyl acetate. The solution was washed with water, brine, and dried over anhydrous magnesium sulfate. Evaporation of the solvent provided a foam which was purified by flash chrom... Starting materials: C([O-])([O-])=O.[K+].[K+] (potassium carbonate), SCC1SC(OC1)(CCC(=O)OCC)CCC(=O)OCC (Diethyl 4-(mercaptomethyl)-1,3-oxathiolane-2,2-dipropanoate), BrCCCCOC1=C(C=CC=C1)CCC (1-(4-Bromobutoxy)-2-propylbenzene). The product is C(CC)C1=C(OCCCCSCC2SC(OC2)(CCC(=O)OCC)CCC(=O)OCC)C=CC=C1 (Diethyl 4-[[[4-(2-propylphenoxy)butyl]thio]methyl]-1,3-oxathiolane-2,2-dipropanoat), product. The yield is 87.0%. Reaction SMILES: [SH:1][CH2:2][CH:3]1[CH2:7][O:6][C:5]([CH2:15][CH2:16][C:17]([O:19][CH2:20][CH3:21])=[O:18])([CH2:8][CH2:9][C:10]([O:12][CH2:13][CH3:14])=[O:11])[S:4]1.Br[CH2:23][CH2:24][CH2:25][CH2:26][O:27][C:28]1[CH:33]=[CH:32][CH:31]=[CH:30][C:29]=1[CH2:34][CH2:35][CH3:36].C(=O)([O-])[O-].[K+].[K+]>>[CH2:34]([C:29]1[CH:30]=[CH:31][CH:32]=[CH:33][C:28]=1[O:27][CH2:26][CH2:25][CH2:24][CH2:23][S:1][CH2:2][CH:3]1[CH2:7][O:6][C:5]([CH2:8][CH2:9][C:10]([O:12][CH2:13][CH3:14])=[O:11])([CH2:15][CH2:16][C:17]([O:19][CH2:20][CH3:21])=[O:18])[S:4]1)[CH2:35][CH3:36] |f:2.3.4|. Procedure: The title compound was prepared according to the procedure of Example 2 using the mercaptan produced in Example 1 (2.0 g, 0.006 mol), the bromide produced in Example 22 (1.63 g, 0.006 mol) and anhydrous potassium carbonate (2.5 g). The crude product was chromatographed on silica gel using 15% ethyl acetate/hexane as eluent to give 2.78 g (87%) of the product as an oil.